This data is from the Open Reaction Database (ORD), a public repository of structured organic reaction records. The task is: describe an organic reaction: reactants, conditions, products, and yield Reactants: BrC1=COC2=C1C=NC(=C2OC(C)C2=C(C(=CC=C2Cl)F)Cl)[N+](=O)[O-] (3-Bromo-7-[1-(2,6-dichloro-3-fluorophenyl)ethoxy]-6-nitrofuro[3,2-c]pyridine), BrC1=COC2=C1C=NC(=C2OC(C)C2=C(C(=CC=C2Cl)F)Cl)[N+](=O)[O-] (3-Bromo-7-[1-(2,6-dichloro-3-fluorophenyl)ethoxy]-6-nitrofuro[3,2-c]pyridine). Reagents/catalysts: [Fe].Cl (iron HCl). The product is BrC1=COC2=C1C=NC(=C2O[C@H](C)C2=C(C(=CC=C2Cl)F)Cl)N (3-Bromo-7-[(R)-1-(2,6-dichloro-3-fluorophenyl)-ethoxy]-furo[3,2-c]pyridin-6-ylamine). RXN SMILES: [Br:1][C:2]1[C:6]2[CH:7]=[N:8][C:9]([N+:23]([O-])=O)=[C:10]([O:11][CH:12]([C:14]3[C:19]([Cl:20])=[CH:18][CH:17]=[C:16]([F:21])[C:15]=3[Cl:22])[CH3:13])[C:5]=2[O:4][CH:3]=1>[Fe].Cl>[Br:1][C:2]1[C:6]2[CH:7]=[N:8][C:9]([NH2:23])=[C:10]([O:11][C@@H:12]([C:14]3[C:19]([Cl:20])=[CH:18][CH:17]=[C:16]([F:21])[C:15]=3[Cl:22])[CH3:13])[C:5]=2[O:4][CH:3]=1 |f:1.2|. Reported procedure: 3-Bromo-7-[1-(2,6-dichloro-3-fluorophenyl)ethoxy]-6-nitrofuro[3,2-c]pyridine (Intermediate 9a) was reacted with iron/HCl as described in Example 2 to give 3-Bromo-7-[1-(2,6-dichloro-3-fluorophenyl)ethoxy]furo[3,2-c]pyridin-6-ylamine (=racemic Example 2). The reactants are CO (MeOH), FC(C=1C=C(C=CC1)NC=1NC(=NN1)C1=CC=C(C=C1)O)(F)F (4-(5-{[3-(trifluoromethyl)phenyl]amino}-4H-1,2,4-triazol-3-yl)phenol), NC1=NC=NC(=C1)Cl (4-amino-6-chloro-pyrimidine), C(=O)([O-])[O-].[Cs+].[Cs+] (Cs2CO3). Run in O1CCOCC1 (dioxane). Product: FC(C=1C=C(C=CC1)NC=1NC(=NN1)C1=CC=C(OC2=CC(=NC=N2)N)C=C1)(F)F (6-[4-(5-{[3-(trifluoromethyl)phenyl]amino}-4H-[1,2,4]triazol-3-yl)-phenoxy]-pyrimidin-4-amine). Yield: 59.8%. RXN SMILES: [F:1][C:2]([F:23])([F:22])[C:3]1[CH:4]=[C:5]([NH:9][C:10]2[NH:11][C:12]([C:15]3[CH:20]=[CH:19][C:18]([OH:21])=[CH:17][CH:16]=3)=[N:13][N:14]=2)[CH:6]=[CH:7][CH:8]=1.C([O-])([O-])=O.[Cs+].[Cs+].[NH2:30][C:31]1[CH:36]=[C:35](Cl)[N:34]=[CH:33][N:32]=1.CO>O1CCOCC1>[F:23][C:2]([F:22])([F:1])[C:3]1[CH:4]=[C:5]([NH:9][C:10]2[NH:11][C:12]([C:15]3[CH:20]=[CH:19][C:18]([O:21][C:35]4[N:34]=[CH:33][N:32]=[C:31]([NH2:30])[CH:36]=4)=[CH:17][CH:16]=3)=[N:13][N:14]=2)[CH:6]=[CH:7][CH:8]=1 |f:1.2.3|. Reported procedure: 4-(5-{[3-(trifluoromethyl)phenyl]amino}-4H-1,2,4-triazol-3-yl)phenol (100 mg, 0.31 mmol) was dissolved in 3 mL of anhydrous dioxane in 2-5 mL microwave vial (Personal Chemistry). Solid Cs2CO3 (101.7 mg, 0.31 mmol) was added, followed by 4-amino-6-chloro-pyrimidine (48.5 mg, 0.37 mmol). The vial was capped and microwaved at 200° C., for 5 min. Then ca. 3 mL of MeOH was added to dissolve the formed suspension. The resulting reddish-brown solution was transferred into a round-bottom flask and solve... Starting materials: ClC1=CC=C(C(=O)Cl)C=C1 (4-chlorobenzoyl chloride), C1(CCN2C=CC=C12)=O (1, 2-dihydro-1-pyrrolizinone), ice water. The solvent is ClCC(Cl)(Cl)Cl (tetrachloroethane). Run at time 2 hour. Yields the product ClC1=CC=C(C(=O)C=2N3CCC(C3=CC2)=O)C=C1 (5-(4-chlorobenzoyl)-1, 2-dihydro-1-pyrrolizinone). Yield: 69.9%. Reaction SMILES: [C:1]1(=[O:9])[C:8]2[N:4]([CH:5]=[CH:6][CH:7]=2)[CH2:3][CH2:2]1.[Cl:10][C:11]1[CH:19]=[CH:18][C:14]([C:15](Cl)=[O:16])=[CH:13][CH:12]=1>ClCC(Cl)(Cl)Cl>[Cl:10][C:11]1[CH:19]=[CH:18][C:14]([C:15]([C:5]2[N:4]3[C:8](=[CH:7][CH:6]=2)[C:1](=[O:9])[CH2:2][CH2:3]3)=[O:16])=[CH:13][CH:12]=1. Procedure: To a stirred mixture of 12.1 g compound (1) and 8 g AICI3 in 40 ml tetrachloroethane was added dropwise 5.3 g 4-chlorobenzoyl chloride during 1 hour. The mixture was stirred at 40°-45° C. for 2 hours. The reaction mixture was added into 100 g ice-water. The organic layer was dried over MgSO4. Evaporated to dryness, 7 g crude product was obtained. Recrystallized from ethanol, 5.5 g of (3) was obtained as a white solid, mp 165°-166.5° C., yield 72%. Starting materials: [Li]CCCC, CC(C)=O, COC=Cc1c(F)cc(Br)cc1F, COC(C)(C)C, O. The product is COC=Cc1c(F)cc(C(C)(C)O)cc1F. RXN SMILES: [CH3:14][CH2:15][CH2:16][CH2:17][Li:18].[CH3:19][C:20]([CH3:21])=[O:22].[CH3:1][O:2][CH:3]=[CH:4][c:5]1[c:6]([F:13])[cH:7][c:8]([Br:12])[cH:9][c:10]1[F:11].[CH3:24][O:25][C:26]([CH3:27])([CH3:28])[CH3:29].[OH2:23]>>[CH3:1][O:2][CH:3]=[CH:4][c:5]1[c:6]([F:13])[cH:7][c:8]([C:20]([CH3:19])([CH3:21])[OH:22])[cH:9][c:10]1[F:11]. Starting materials: COC(C=O)OC (dimethoxyacetaldehyde), Cl.NCCC1=CC=C(C=2NC(SC21)=O)O (7-(2-Aminoethyl)-4-hydroxy-1,3-benzothiazol-2(3H)-one hydrochloride), C(=O)(O)[O-].[Na+] (NaHCO3), C(#N)[BH3-].[Na+] (Sodium cyanoborohydride), Cl (HCl), C(=O)(O)[O-].[Na+] (NaHCO3), C1=CC=C(C=C1)COC(=O)Cl (benzyl chloridocarbonate). The solvent is CO (MeOH), O (water), O (water), CCOC(=O)C (EtOAc). Reaction conditions: time 20 hour. Yields the product COC(CN(C(OCC1=CC=CC=C1)=O)CCC1=CC=C(C=2NC(SC21)=O)O)OC (Benzyl N-(2,2-dimethoxyethyl)-[2-(4-hydroxy-2-oxo-2,3-dihydro-1,3-benzothiazol-7-yl)ethyl]carbamate). As a reaction SMILES: Cl.[NH2:2][CH2:3][CH2:4][C:5]1[C:13]2[S:12][C:11](=[O:14])[NH:10][C:9]=2[C:8]([OH:15])=[CH:7][CH:6]=1.C([O-])(O)=O.[Na+].[CH3:21][O:22][CH:23]([O:26][CH3:27])[CH:24]=O.C([BH3-])#N.[Na+].[CH:32]1[CH:37]=[CH:36][C:35]([CH2:38][O:39][C:40](Cl)=[O:41])=[CH:34][CH:33]=1.Cl>CO.O.CCOC(C)=O>[CH3:27][O:26][CH:23]([O:22][CH3:21])[CH2:24][N:2]([CH2:3][CH2:4][C:5]1[C:13]2[S:12][C:11](=[O:14])[NH:10][C:9]=2[C:8]([OH:15])=[CH:7][CH:6]=1)[C:40](=[O:41])[O:39][CH2:38][C:35]1[CH:36]=[CH:37][CH:32]=[CH:33][CH:34]=1 |f:0.1,2.3,5.6|. Reported procedure: 7-(2-Aminoethyl)-4-hydroxy-1,3-benzothiazol-2(3H)-one hydrochloride (5.0 g, 20.2 mmol) was dissolved in a mixture of MeOH (50 ml) and water (25 ml), NaHCO3 (1.7 g, 20.2 mmol) added, followed by 60% aqueous dimethoxyacetaldehyde (3.5 ml, 20.2 mmol) and the mixture stirred for 20 min Sodium cyanoborohydride (91 mg, 1.6 mmol) was added and the mixture stirred for 20 h. EtOAc (125 ml) and water (75 ml) were added, followed by NaHCO3 (1.7 g, 20.2 mmol) and benzyl chloridocarbonate (3.0 ml, 20.2 mmol)...